This data is from the Open Reaction Database (ORD), a public repository of structured organic reaction records. The task is: describe an organic reaction: reactants, conditions, products, and yield Reactants: C(#N)CC(N)=S (2-Cyanoethanethioamide), BrCC (bromoethane), [O-]CC.[Na+] (sodium ethoxide), NC1=C(C(=O)O)C=CC=C1 (2-aminobenzoic acid). Reaction conditions: time 6 hour. The product is O=C1NC(=NC2=CC=CC=C12)CC#N (2-(4-oxo-3,4-dihydroquinazolin-2-yl)acetonitrile). Isolated yield 47.1%. As a reaction SMILES: [C:1]([CH2:3][C:4](=S)[NH2:5])#[N:2].BrCC.[O-]CC.[Na+].[NH2:14][C:15]1[CH:23]=[CH:22][CH:21]=[CH:20][C:16]=1[C:17]([OH:19])=O>>[O:19]=[C:17]1[C:16]2[C:15](=[CH:23][CH:22]=[CH:21][CH:20]=2)[N:14]=[C:4]([CH2:3][C:1]#[N:2])[NH:5]1 |f:2.3|. Reported procedure: 2-Cyanoethanethioamide (1.00 g, 10.0 mmol) and bromoethane (821 μL, 11.0 mmol) were added to an ethanolic solution of sodium ethoxide (11.5 mmol, 5.3 mL). The resulting mixture was stirred for 6 hours, 2-aminobenzoic acid (1.50 g, 10.9 mmol) was added, and the reaction was refluxed overnight with stirring. A solid precipitate formed upon cooling of the reaction mixture, which was recovered by vacuum filtration and washed sequentially with ethanol, water, ethanol, and diethyl ether. The solid was... Starting materials: CC#N, O=N[O-], Nc1ccc(-c2ccc(-c3nc4c(cnn4-c4ccccc4)c(=O)n3-c3ccc(Cl)cc3)cc2)cn1, [Na+], [Na+], O=C([O-])O, O, O=S(=O)(O)O. The product is O=c1ccc(-c2ccc(-c3nc4c(cnn4-c4ccccc4)c(=O)n3-c3ccc(Cl)cc3)cc2)c[nH]1. RXN SMILES: [CH3:51][C:52]#[N:53].[N:37](=[O:38])[O-:39].[NH2:1][c:2]1[cH:3][cH:4][c:5](-[c:8]2[cH:9][cH:10][c:11](-[c:14]3[n:15](-[c:30]4[cH:31][cH:32][c:33]([Cl:36])[cH:34][cH:35]4)[c:16](=[O:29])[c:17]4[c:18]([n:19]3)[n:20](-[c:23]3[cH:24][cH:25][cH:26][cH:27][cH:28]3)[n:21][cH:22]4)[cH:12][cH:13]2)[cH:6][n:7]1.[Na+:40].[Na+:50].[O-:46][C:47]([OH:48])=[O:49].[OH2:54].[S:41](=[O:42])(=[O:43])([OH:44])[OH:45]>>[c:2]1(=[O:38])[cH:3][cH:4][c:5](-[c:8]2[cH:9][cH:10][c:11](-[c:14]3[n:15](-[c:30]4[cH:31][cH:32][c:33]([Cl:36])[cH:34][cH:35]4)[c:16](=[O:29])[c:17]4[c:18]([n:19]3)[n:20](-[c:23]3[cH:24][cH:25][cH:26][cH:27][cH:28]3)[n:21][cH:22]4)[cH:12][cH:13]2)[cH:6][nH:7]1. Run at temperature 80 celsius. Reactants: ClC1=C(C(=CC(=N1)NC(=O)C1(CC1)C1=CC2=C(OC(O2)(F)F)C=C1)C)C (N-(6-chloro-4,5-dimethylpyridin-2-yl)-1-(2,2-difluorobenzo[d][1,3]dioxol-5-yl)cyclopropanecarboxamide), COC1=CC=C(C(=N1)C)B1OC(C(O1)(C)C)(C)C (6-methoxy-2-methyl-3-(4,4,5,5-tetramethyl-1,3,2-dioxaborolan-2-yl)pyridine), C(=O)([O-])[O-].[Na+].[Na+] (Na2CO3). Isolated yield 53.5%. The product is FC1(OC2=C(O1)C=CC(=C2)C2(CC2)C(=O)NC2=CC(=C(C(=N2)C=2C(=NC(=CC2)OC)C)C)C)F (1-(2,2-difluorobenzo[d][1,3]dioxol-5-yl)-N-(6′-methoxy-2′,3,4-trimethyl-2,3′-bipyridin-6-yl)cyclopropanecarboxamide). Reagents/catalysts: [Pd].C1(=CC=CC=C1)P(C1=CC=CC=C1)C1=CC=CC=C1.C1(=CC=CC=C1)P(C1=CC=CC=C1)C1=CC=CC=C1.C1(=CC=CC=C1)P(C1=CC=CC=C1)C1=CC=CC=C1.C1(=CC=CC=C1)P(C1=CC=CC=C1)C1=CC=CC=C1 (tetrakis(triphenylphosphine)-palladium (0)). Procedure: To N-(6-chloro-4,5-dimethylpyridin-2-yl)-1-(2,2-difluorobenzo[d][1,3]dioxol-5-yl)cyclopropanecarboxamide (70 mg, 0.18 mmol), 6-methoxy-2-methyl-3-(4,4,5,5-tetramethyl-1,3,2-dioxaborolan-2-yl)pyridine (69 mg, 0.27 mmol) and tetrakis(triphenylphosphine)-palladium (0) (21 mg, 0.018 mmol) in 1,2-dimethoxyethane (2.0 mL), 2 M Na2CO3 (276 μL, 0.55 mmol) was added. The reaction mixture was stirred and heated at 80° C. for 20 hours under N2 atmosphere. The reaction mixture was diluted with ethyl acetate... Solvent: C(C)(=O)OCC (ethyl acetate), COCCOC (1,2-dimethoxyethane). As a reaction SMILES: Cl[C:2]1[N:7]=[C:6]([NH:8][C:9]([C:11]2([C:14]3[CH:24]=[CH:23][C:17]4[O:18][C:19]([F:22])([F:21])[O:20][C:16]=4[CH:15]=3)[CH2:13][CH2:12]2)=[O:10])[CH:5]=[C:4]([CH3:25])[C:3]=1[CH3:26].[CH3:27][O:28][C:29]1[N:34]=[C:33]([CH3:35])[C:32](B2OC(C)(C)C(C)(C)O2)=[CH:31][CH:30]=1.C([O-])([O-])=O.[Na+].[Na+]>COCCOC.C(OCC)(=O)C.[Pd].C1(P(C2C=CC=CC=2)C2C=CC=CC=2)C=CC=CC=1.C1(P(C2C=CC=CC=2)C2C=CC=CC=2)C=CC=CC=1.C1(P(C2C=CC=CC=2)C2C=CC=CC=2)C=CC=CC=1.C1(P(C2C=CC=CC=2)C2C=CC=CC=2)C=CC=CC=1>[F:21][C:19]1([F:22])[O:18][C:17]2[CH:23]=[CH:24][C:14]([C:11]3([C:9]([NH:8][C:6]4[N:7]=[C:2]([C:32]5[C:33]([CH3:35])=[N:34][C:29]([O:28][CH3:27])=[CH:30][CH:31]=5)[C:3]([CH3:26])=[C:4]([CH3:25])[CH:5]=4)=[O:10])[CH2:13][CH2:12]3)=[CH:15][C:16]=2[O:20]1 |f:2.3.4,7.8.9.10.11|. Reactants: CCCCCC, CCOCC, FC(F)(F)c1ccc(-c2nccs2)cc1, ICCI. Yields the product FC(F)(F)c1ccc(-c2ncc(I)s2)cc1. Reaction SMILES: [CH3:20][CH2:21][CH2:22][CH2:23][CH2:24][CH3:25].[CH3:26][CH2:27][O:28][CH2:29][CH3:30].[F:1][C:2]([c:3]1[cH:4][cH:5][c:6](-[c:9]2[s:10][cH:11][cH:12][n:13]2)[cH:7][cH:8]1)([F:14])[F:15].[I:16][CH2:17][CH2:18][I:19]>>[F:1][C:2]([c:3]1[cH:4][cH:5][c:6](-[c:9]2[s:10][c:11]([I:16])[cH:12][n:13]2)[cH:7][cH:8]1)([F:14])[F:15]. Product: ClC1=C(C=CC(=C1)Cl)C1(OC1)CN1N=CN=C1 (2,4-Dichlorophenyl-2-(1H-1,2,4-triazol-1-ylmethyl)-oxirane). As a reaction SMILES: [H-].[Na+].[I-].[CH3:4][S+](C)(C)=O.[N:9]1([CH2:14][C:15]([C:17]2[CH:22]=[CH:21][C:20]([Cl:23])=[CH:19][C:18]=2[Cl:24])=[O:16])[CH:13]=[N:12][CH:11]=[N:10]1>C(OCC)C.CS(C)=O>[Cl:24][C:18]1[CH:19]=[C:20]([Cl:23])[CH:21]=[CH:22][C:17]=1[C:15]1([CH2:14][N:9]2[CH:13]=[N:12][CH:11]=[N:10]2)[CH2:4][O:16]1 |f:0.1,2.3|. Reactants: [H-].[Na+] (Sodium hydride), [I-].C[S+](=O)(C)C (trimethylsulphoxonium iodide), N1(N=CN=C1)CC(=O)C1=C(C=C(C=C1)Cl)Cl (2-(1H-1,2,4-Triazol-1-yl)-2',4'-dichloro acetophenone). The solvent is C(C)OCC (diethyl ether), CS(=O)C (dimethyl sulphoxide). Procedure: Sodium hydride (3.78 g, 0.079 mole as 50% dispersion in oil) was suspended, with stirring, in 20 ml of dry diethyl ether. The ether was then removed by decentation, and the sodium hydride was dried in a stream of dry nitrogen. Dry dimethyl sulphoxide (100 ml) was added followed by 17.34 g (0.079 mole) of dry powdered trimethylsulphoxonium iodide, in portions, over 15 minutes. The resulting mixture was stirred for 30 minutes at room temperature (20° C.). 2-(1H-1,2,4-Triazol-1-yl)-2',4'-dichloro a... The yield is 34.0%. Conditions: temperature 20 celsius, time 30 minute.